Dataset: the Open Reaction Database (ORD), a public repository of structured organic reaction records. Task: describe an organic reaction: reactants, conditions, products, and yield The reactants are BrC=1C=C(C(=NC1)C1=CC=C(C=C1)OCCCCCCCC)F (5-bromo-3-fluoro-2-(4-octyloxyphenyl)pyridine), C(CCCCCCC)OC1=CC=C(C=C1)B(O)O (4-octyloxybenzeneboronic acid), C([O-])([O-])=O.[Na+].[Na+] (sodium carbonate), C(C)O (ethanol). Reagents/catalysts: C=1C=CC(=CC1)[P](C=2C=CC=CC2)(C=3C=CC=CC3)[Pd]([P](C=4C=CC=CC4)(C=5C=CC=CC5)C=6C=CC=CC6)([P](C=7C=CC=CC7)(C=8C=CC=CC8)C=9C=CC=CC9)[P](C=1C=CC=CC1)(C=1C=CC=CC1)C=1C=CC=CC1 (tetrakis(triphenylphosphine)palladium(0)). The solvent is C1(=CC=CC=C1)C (toluene), O (water). The product is FC=1C(=NC=C(C1)C1=CC=C(C=C1)OCCCCCCCC)C1=CC=C(C=C1)OCCCCCCCC (3-fluoro-2,5-di(4-octyloxyphenyl)pyridine). The yield is 70.0%. Reaction SMILES: Br[C:2]1[CH:3]=[C:4]([F:23])[C:5]([C:8]2[CH:13]=[CH:12][C:11]([O:14][CH2:15][CH2:16][CH2:17][CH2:18][CH2:19][CH2:20][CH2:21][CH3:22])=[CH:10][CH:9]=2)=[N:6][CH:7]=1.[CH2:24]([O:32][C:33]1[CH:38]=[CH:37][C:36](B(O)O)=[CH:35][CH:34]=1)[CH2:25][CH2:26][CH2:27][CH2:28][CH2:29][CH2:30][CH3:31].C(=O)([O-])[O-].[Na+].[Na+].C(O)C>C1(C)C=CC=CC=1.C1C=CC([P]([Pd]([P](C2C=CC=CC=2)(C2C=CC=CC=2)C2C=CC=CC=2)([P](C2C=CC=CC=2)(C2C=CC=CC=2)C2C=CC=CC=2)[P](C2C=CC=CC=2)(C2C=CC=CC=2)C2C=CC=CC=2)(C2C=CC=CC=2)C2C=CC=CC=2)=CC=1.O>[F:23][C:4]1[C:5]([C:8]2[CH:13]=[CH:12][C:11]([O:14][CH2:15][CH2:16][CH2:17][CH2:18][CH2:19][CH2:20][CH2:21][CH3:22])=[CH:10][CH:9]=2)=[N:6][CH:7]=[C:2]([C:36]2[CH:37]=[CH:38][C:33]([O:32][CH2:24][CH2:25][CH2:26][CH2:27][CH2:28][CH2:29][CH2:30][CH3:31])=[CH:34][CH:35]=2)[CH:3]=1 |f:2.3.4,^1:61,63,82,101|. Procedure: 4.00 g (10.51 mmol) of 5-bromo-3-fluoro-2-(4-octyloxyphenyl)pyridine, 2.63 g (10.51 mmol) of 4-octyloxybenzeneboronic acid, 0.12 g (0.11 mmol) of tetrakis(triphenylphosphine)palladium(0) and 2.23 g (21.02 mmol) of sodium carbonate are heated at 80° C. for 3 hours in 100 ml of toluene, 70 ml of ethanol and 40 ml of water. The mixture is subsequently partitioned between aqueous sodium chloride solution and ether, and the organic phase is washed with aqueous sodium chloride solution, dried over sod... Reactants: BrC=1C=C2C(=CC1)OC=1C(=NC(=CC1[C@@]21N=C(SC1)N)Cl)F ((S)-7-bromo-3-chloro-1-fluoro-5′H-spiro[chromeno[2,3-c]pyridine-5,4′-thiazol]-2′-amine), FC1=NC=CC=C1B(O)O (2-fluoropyridin-3-ylboronic acid), CC1=NC=CC(=C1)B1OC(C(O1)(C)C)(C)C (2-methyl-4-(4,4,5,5-tetramethyl-1,3,2-dioxaborolan-2-yl)pyridine). The product is FC1=NC(=CC2=C1OC1=CC=C(C=C1[C@]21N=C(SC1)N)C=1C(=NC=CC1)F)C1=CC(=NC=C1)C ((S)-1-fluoro-7-(2-fluoropyridin-3-yl)-3-(2-methylpyridin-4-yl)-5′H-spiro[chromeno[2,3-c]pyridine-5,4′-thiazol]-2′-amine). Reaction SMILES: Br[C:2]1[CH:3]=[C:4]2[C@@:15]3([CH2:19][S:18][C:17]([NH2:20])=[N:16]3)[C:14]3[CH:13]=[C:12](Cl)[N:11]=[C:10]([F:22])[C:9]=3[O:8][C:5]2=[CH:6][CH:7]=1.[F:23][C:24]1[C:29](B(O)O)=[CH:28][CH:27]=[CH:26][N:25]=1.[CH3:33][C:34]1[CH:39]=[C:38](B2OC(C)(C)C(C)(C)O2)[CH:37]=[CH:36][N:35]=1>>[F:22][C:10]1[C:9]2[O:8][C:5]3[C:4]([C@@:15]4([CH2:19][S:18][C:17]([NH2:20])=[N:16]4)[C:14]=2[CH:13]=[C:12]([C:38]2[CH:37]=[CH:36][N:35]=[C:34]([CH3:33])[CH:39]=2)[N:11]=1)=[CH:3][C:2]([C:29]1[C:24]([F:23])=[N:25][CH:26]=[CH:27][CH:28]=1)=[CH:7][CH:6]=3. Reported procedure: The titled compound was synthesized by steps analogous to those described in method BB12 above, but using (S)-7-bromo-3-chloro-1-fluoro-5′H-spiro[chromeno[2,3-c]pyridine-5,4′-thiazol]-2′-amine (prepared as described in Method BB26 but using 7-bromo-3-chloro-1-fluoro-5H-chromeno[2,3-c]pyridin-5-one), 2-fluoropyridin-3-ylboronic acid and 2-methyl-4-(4,4,5,5-tetramethyl-1,3,2-dioxaborolan-2-yl)pyridine The reactants are Br, COCCn1c(=N)sc2ccccc21, O=C(O)c1cccc2ccccc12. Product: COCCn1c(=NC(=O)c2cccc3ccccc23)sc2ccccc21. RXN SMILES: [BrH:1].[CH3:2][O:3][CH2:4][CH2:5][n:6]1[c:7](=[NH:15])[s:8][c:9]2[c:10]1[cH:11][cH:12][cH:13][cH:14]2.[OH:16][C:17](=[O:18])[c:19]1[cH:20][cH:21][cH:22][c:23]2[cH:24][cH:25][cH:26][cH:27][c:28]12>>[CH3:2][O:3][CH2:4][CH2:5][n:6]1[c:7](=[N:15][C:17](=[O:16])[c:19]2[cH:20][cH:21][cH:22][c:23]3[cH:24][cH:25][cH:26][cH:27][c:28]23)[s:8][c:9]2[c:10]1[cH:11][cH:12][cH:13][cH:14]2. Starting materials: C([O-])([O-])=O.[K+].[K+] (potassium carbonate), BrC1=CC=C2C=CC3=CC=CC4=CC=C1C2=C34 (1-bromopyrene), C1(=CC=CC=C1)B(O)O (phenylboronic acid), O1CCCC1 (tetrahydrofuran). The reagents and catalysts are [Pd].C1(=CC=CC=C1)P(C1=CC=CC=C1)C1=CC=CC=C1.C1(=CC=CC=C1)P(C1=CC=CC=C1)C1=CC=CC=C1.C1(=CC=CC=C1)P(C1=CC=CC=C1)C1=CC=CC=C1.C1(=CC=CC=C1)P(C1=CC=CC=C1)C1=CC=CC=C1 (Tetrakis(triphenylphosphine) palladium). The solvent is O (water). Conditions: temperature 100 celsius. Yields the product C1(=CC=CC=C1)C1=CC=C2C=CC3=CC=CC4=CC=C1C2=C34 (1-phenylpyrene). As a reaction SMILES: Br[C:2]1[C:15]2[C:16]3=[C:17]4[C:12](=[CH:13][CH:14]=2)[CH:11]=[CH:10][CH:9]=[C:8]4[CH:7]=[CH:6][C:5]3=[CH:4][CH:3]=1.[C:18]1(B(O)O)[CH:23]=[CH:22][CH:21]=[CH:20][CH:19]=1.O1CCCC1.C(=O)([O-])[O-].[K+].[K+]>[Pd].C1(P(C2C=CC=CC=2)C2C=CC=CC=2)C=CC=CC=1.C1(P(C2C=CC=CC=2)C2C=CC=CC=2)C=CC=CC=1.C1(P(C2C=CC=CC=2)C2C=CC=CC=2)C=CC=CC=1.C1(P(C2C=CC=CC=2)C2C=CC=CC=2)C=CC=CC=1.O>[C:18]1([C:9]2[C:8]3[C:17]4=[C:16]5[C:5](=[CH:6][CH:7]=3)[CH:4]=[CH:3][CH:2]=[C:15]5[CH:14]=[CH:13][C:12]4=[CH:11][CH:10]=2)[CH:23]=[CH:22][CH:21]=[CH:20][CH:19]=1 |f:3.4.5,6.7.8.9.10|. Procedure: 1-bromopyrene (2 g, 7.11 mmol) and phenylboronic acid (1.40 g, 14.30 mmol) were put into a 2-neck round bottom flask filled with 80 ml of anhydrous tetrahydrofuran and stirred. Tetrakis(triphenylphosphine) palladium (0.41 g, 5 mol %), 20 g of potassium carbonate and 80 ml of distilled water were added into the same flask, which was then subjected to reflux at a temperature of 100° C. for 24 hours. After completion of the reaction, the tetrahydrofuran was removed and thusly generated solid was fi... Reactants: C1CCOC1, CON=C1CN(C(=O)OCc2ccccc2)CC1(C)C. Product: CC1(C)CN(C(=O)OCc2ccccc2)CC1N. Reaction SMILES: [CH2:21]1[O:22][CH2:23][CH2:24][CH2:25]1.[CH3:1][C:2]1([CH3:20])[CH2:3][N:4]([C:10](=[O:11])[O:12][CH2:13][c:14]2[cH:15][cH:16][cH:17][cH:18][cH:19]2)[CH2:5][C:6]1=[N:7][O:8][CH3:9]>>[CH3:1][C:2]1([CH3:20])[CH2:3][N:4]([C:10](=[O:11])[O:12][CH2:13][c:14]2[cH:15][cH:16][cH:17][cH:18][cH:19]2)[CH2:5][CH:6]1[NH2:7]. Starting materials: Cl (HCl), ClC1=NC=C(C2=C1C1=C(S2)C=C(C=C1)C(F)(F)F)C#N (1-chloro-7-(trifluoromethyl) [1]benzothieno[3,2-c]pyridine-4-carbonitrile), COC1=CC=C(CN)C=C1 (4-methoxybenzylamine), C(=O)([O-])[O-].[K+].[K+] (K2CO3), OP(=O)([O-])[O-].[K+].[K+] (K2HPO4). Run in CN(C)C=O (DMF), O (H2O). Run at time 10 minute. Product: COC1=CC=C(CNC2=NC=C(C3=C2C2=C(S3)C=C(C=C2)C(F)(F)F)C#N)C=C1 (1-[(4-Methoxybenzyl)amino]-7-(trifluoromethyl)[1]benzothieno[3,2-c]pyridine-4-carbonitrile). RXN SMILES: Cl[C:2]1[C:7]2[C:8]3[CH:14]=[CH:13][C:12]([C:15]([F:18])([F:17])[F:16])=[CH:11][C:9]=3[S:10][C:6]=2[C:5]([C:19]#[N:20])=[CH:4][N:3]=1.[CH3:21][O:22][C:23]1[CH:30]=[CH:29][C:26]([CH2:27][NH2:28])=[CH:25][CH:24]=1.C([O-])([O-])=O.[K+].[K+].Cl.OP([O-])([O-])=O.[K+].[K+]>CN(C=O)C.O>[CH3:21][O:22][C:23]1[CH:30]=[CH:29][C:26]([CH2:27][NH:28][C:2]2[C:7]3[C:8]4[CH:14]=[CH:13][C:12]([C:15]([F:17])([F:18])[F:16])=[CH:11][C:9]=4[S:10][C:6]=3[C:5]([C:19]#[N:20])=[CH:4][N:3]=2)=[CH:25][CH:24]=1 |f:2.3.4,6.7.8|. Reported procedure: A mixture containing 1-chloro-7-(trifluoromethyl) [1]benzothieno[3,2-c]pyridine-4-carbonitrile, 4-methoxybenzylamine (2.2 equiv), K2CO3 (2.5 equiv) in DMF (0.15 M) was placed in a microwave reactor at 120° C. for 10 min. The reaction was diluted with H2O, the pH adjusted to 4 with HCl and K2HPO4 solution, and the title product was isolated by filtration.